Dataset: the Open Reaction Database (ORD), a public repository of structured organic reaction records. Task: describe an organic reaction: reactants, conditions, products, and yield The reactants are O (water), [H-].[Na+] (sodium hydride), NC1=CC=C(C=N1)CC(C(=O)OCC)C=1N=CNC1 (Ethyl 3-(6-aminopyridin-3-yl)-2-(1H-imidazol-4-yl)propionate), BrC(C1=CC=CC=C1)C1=CC=CC=C1 (bromodiphenyl-methane). The solvent is CN(C)C=O (DMF). Run at temperature 60 celsius, time 1 hour. Yields the product NC1=CC=C(C=N1)CC(C(=O)OCC)C=1N=CN(C1)C(C1=CC=CC=C1)C1=CC=CC=C1 (ethyl 3-(6-aminopyridin-3-yl)-2-(1-benzhydryl-1H-imidazol-4-yl)propionate). RXN SMILES: [H-].[Na+].[NH2:3][C:4]1[N:9]=[CH:8][C:7]([CH2:10][CH:11]([C:17]2[N:18]=[CH:19][NH:20][CH:21]=2)[C:12]([O:14][CH2:15][CH3:16])=[O:13])=[CH:6][CH:5]=1.Br[CH:23]([C:30]1[CH:35]=[CH:34][CH:33]=[CH:32][CH:31]=1)[C:24]1[CH:29]=[CH:28][CH:27]=[CH:26][CH:25]=1.O>CN(C=O)C>[NH2:3][C:4]1[N:9]=[CH:8][C:7]([CH2:10][CH:11]([C:17]2[N:18]=[CH:19][N:20]([CH:23]([C:24]3[CH:29]=[CH:28][CH:27]=[CH:26][CH:25]=3)[C:30]3[CH:35]=[CH:34][CH:33]=[CH:32][CH:31]=3)[CH:21]=2)[C:12]([O:14][CH2:15][CH3:16])=[O:13])=[CH:6][CH:5]=1 |f:0.1|. Reported procedure: 11 mg (0.23 mmol, 50%) of sodium hydride were added to a solution of 50 mg (0.19 mmol) of ethyl 3-(6-aminopyridin-3-yl)-2-(1H-imidazol-4-yl)propionate (example 1g) in 0.5 ml of DMF at RT and stirred for 1 h. Then 48 mg (0.19 mmol) of bromodiphenyl-methane were added, and the mixture was stirred at RT for 3.5 h. It was then heated at 60° C. for 2 h and, after cooling, 1 ml of water was added, the mixture was extracted with EA, and the organic phase was dried over Na2SO4, filtered and concentrated... The reactants are C(C)N(C(C)C)C(C)C (ethyldiisopropylamine), Cl.CO\N=C(\CN)/C1CC1 ((E)-2-amino-1-cyclopropylethanone O-methyl oxime hydrochloride), ClC1=CC=C(C=C1)C1=C(N=CC(=N1)C(=O)O)O[C@H](C(F)(F)F)C ((S)-6-(4-chlorophenyl)-5-(1,1,1-trifluoropropan-2-yloxy)-pyrazine-2-carboxylic acid). Solvent: CN(C=O)C (dimethylformamide). Product: ClC1=CC=C(C=C1)C1=C(N=CC(=N1)C(=O)NC/C(=N/OC)/C1CC1)O[C@H](C(F)(F)F)C ((S,E)-6-(4-Chlorophenyl)-N-(2-cyclopropyl-2-(methoxyimino)ethyl)-5-(1,1,1-trifluoropropan-2-yloxy)pyrazine-2-carboxamide). Yield: 45.5%. As a reaction SMILES: [Cl:1][C:2]1[CH:7]=[CH:6][C:5]([C:8]2[N:13]=[C:12]([C:14]([OH:16])=O)[CH:11]=[N:10][C:9]=2[O:17][C@@H:18]([CH3:23])[C:19]([F:22])([F:21])[F:20])=[CH:4][CH:3]=1.C(N(C(C)C)C(C)C)C.Cl.[CH3:34][O:35]/[N:36]=[C:37](\[CH:40]1[CH2:42][CH2:41]1)/[CH2:38][NH2:39]>CN(C)C=O>[Cl:1][C:2]1[CH:7]=[CH:6][C:5]([C:8]2[N:13]=[C:12]([C:14]([NH:39][CH2:38]/[C:37](/[CH:40]3[CH2:42][CH2:41]3)=[N:36]/[O:35][CH3:34])=[O:16])[CH:11]=[N:10][C:9]=2[O:17][C@@H:18]([CH3:23])[C:19]([F:22])([F:20])[F:21])=[CH:4][CH:3]=1 |f:2.3|. Reported procedure: To a suspension of (S)-6-(4-chlorophenyl)-5-(1,1,1-trifluoropropan-2-yloxy)-pyrazine-2-carboxylic acid (0.2 g, 577 μmol, Eq: 1.00) in dimethylformamide (4 ml) were added under argon TBTU (204 mg, 635 μmol, Eq: 1.1), ethyldiisopropylamine (373 mg, 478 μl, 2.88 mmol, Eq: 5) and (E)-2-amino-1-cyclopropylethanone O-methyl oxime hydrochloride (104 mg, 635 μmol, Eq: 1.1) and the mixture was stirred at room temperature for 18 h overnight. The reaction mixture was partitioned between ethyl acetate and 1... The reactants are C(CCCCCCC)OC1=C(C=C(C=C1)Br)F (4-octyloxy-3-fluorobromobenzene), C(CCCCCCC)C1=CC=C(C=C1)C1=C(C=C(C=C1)Br)F (4-octyl-2'-fluoro-4 '-bromobiphenyl), Example 1 ( e ), C(CCCCCCC)OC1=CC=C(C=C1)C1=C(C=C(C=C1)Br)F (4-octyloxy-2'-fluoro-4'-bromobiphenyl), C[C@H](CCCCC)OC1=C(C=C(C=C1)Br)F ((R) -4-(1-methylhexyl)oxy-3-fluorobromobenzene), Example 1 ( e ). Product: C(CCCCCCC)OC1=C(C=C(C=C1)C1=CC(=C(C=C1)C1=CC=C(C=C1)OCCCCCCCC)F)F (4,4"-dioctyloxy-3,3 '-difluoro-p-terphenyl). Isolated yield 13.9%. As a reaction SMILES: [CH2:1]([O:9][C:10]1[CH:15]=[CH:14][C:13](Br)=[CH:12][C:11]=1[F:17])[CH2:2][CH2:3][CH2:4][CH2:5][CH2:6][CH2:7][CH3:8].[CH2:18]([O:26][C:27]1[CH:32]=[CH:31][C:30]([C:33]2[CH:38]=[CH:37][C:36](Br)=[CH:35][C:34]=2[F:40])=[CH:29][CH:28]=1)[CH2:19][CH2:20][CH2:21][CH2:22][CH2:23][CH2:24][CH3:25].C[C@@H](OC1C=CC(Br)=CC=1F)CCCCC.C(C1C=CC(C2C=CC(Br)=CC=2F)=CC=1)CCCCCCC>>[CH2:1]([O:9][C:10]1[CH:15]=[CH:14][C:13]([C:36]2[CH:37]=[CH:38][C:33]([C:30]3[CH:31]=[CH:32][C:27]([O:26][CH2:18][CH2:19][CH2:20][CH2:21][CH2:22][CH2:23][CH2:24][CH3:25])=[CH:28][CH:29]=3)=[C:34]([F:40])[CH:35]=2)=[CH:12][C:11]=1[F:17])[CH2:2][CH2:3][CH2:4][CH2:5][CH2:6][CH2:7][CH3:8]. Procedure details: Except that 3.6 g of 4-octyloxy-3-fluorobromobenzene obtained in Example 3 (a) and 2.2 g of 4-octyloxy-2'-fluoro-4'-bromobiphenyl obtained in Example 2 (c) were used in place of 3.4 g of (R) -4-(1-methylhexyl)oxy-3-fluorobromobenzene and 2.2 g of 4-octyl-2'-fluoro-4 '-bromobiphenyl used in Example 1 (e), respectively, the operation was performed in the same manner as in Example 1 (e) to obtain 0.42 g (13.9%) of 4,4"-dioctyloxy-3,3 '-difluoro-p-terphenyl. Reactants: Brc1cccnc1, C#Cc1ccc(C)cc1[N+](=O)[O-], Cl[Pd]Cl, c1ccc(P(c2ccccc2)c2ccccc2)cc1, c1ccc(P(c2ccccc2)c2ccccc2)cc1. Yields the product Cc1ccc(C#Cc2cccnc2)c([N+](=O)[O-])c1. As a reaction SMILES: [Br:1][c:2]1[cH:3][n:4][cH:5][cH:6][cH:7]1.[C:8](#[CH:9])[c:10]1[c:11]([N+:17](=[O:18])[O-:19])[cH:12][c:13]([CH3:16])[cH:14][cH:15]1.[Pd:20]([Cl:21])[Cl:22].[c:23]1([P:24]([c:25]2[cH:26][cH:27][cH:28][cH:29][cH:30]2)[c:31]2[cH:32][cH:33][cH:34][cH:35][cH:36]2)[cH:37][cH:38][cH:39][cH:40][cH:41]1.[c:42]1([P:43]([c:44]2[cH:45][cH:46][cH:47][cH:48][cH:49]2)[c:50]2[cH:51][cH:52][cH:53][cH:54][cH:55]2)[cH:56][cH:57][cH:58][cH:59][cH:60]1>>[c:2]1([C:9]#[C:8][c:10]2[c:11]([N+:17](=[O:18])[O-:19])[cH:12][c:13]([CH3:16])[cH:14][cH:15]2)[cH:3][n:4][cH:5][cH:6][cH:7]1. Reactants: [Cl-].O[NH3+] (hydroxylammonium chloride), C(O)([O-])=O.[Na+] (sodium hydrogen carbonate), CS(=O)C (dimethyl sulfoxide), OC(CN1C=2N(C(=C(C1=O)CC1=CC=C(C=C1)C=1C(=CC=CC1)C#N)CCC)N=CN2)(C)C (4′-{[4-(2-hydroxy-2-methylpropyl)-5-oxo-7-propyl-4,5-dihydro[1,2,4]triazolo[1,5-a]pyrimidin-6-yl]methyl}biphenyl-2-carbonitrile). Solvent: C(C)(=O)OCC (ethyl acetate). Reaction conditions: temperature 40 celsius, time 30 minute. The product is OC(CN1C=2N(C(=C(C1=O)CC1=CC=C(C=C1)C1=C(C=CC=C1)C1=NOC(N1)=O)CCC)N=CN2)(C)C (4-(2-hydroxy-2-methylpropyl)-6-{[2′-(5-oxo-4,5-dihydro-1,2,4-oxadiazol-3-yl)biphenyl-4-yl]methyl}-7-propyl[1,2,4]triazolo[1,5-a]pyrimidin-5(4H)-one). Yield: 23.2%. As a reaction SMILES: [Cl-].O[NH3+:3].[C:4](=[O:7])([O-])[OH:5].[Na+].CS(C)=O.[OH:13][C:14]([CH3:45])([CH3:44])[CH2:15][N:16]1[C:21](=[O:22])[C:20]([CH2:23][C:24]2[CH:29]=[CH:28][C:27]([C:30]3[C:31]([C:36]#[N:37])=[CH:32][CH:33]=[CH:34][CH:35]=3)=[CH:26][CH:25]=2)=[C:19]([CH2:38][CH2:39][CH3:40])[N:18]2[N:41]=[CH:42][N:43]=[C:17]12>C(OCC)(=O)C>[OH:13][C:14]([CH3:44])([CH3:45])[CH2:15][N:16]1[C:21](=[O:22])[C:20]([CH2:23][C:24]2[CH:25]=[CH:26][C:27]([C:30]3[CH:35]=[CH:34][CH:33]=[CH:32][C:31]=3[C:36]3[NH:3][C:4](=[O:7])[O:5][N:37]=3)=[CH:28][CH:29]=2)=[C:19]([CH2:38][CH2:39][CH3:40])[N:18]2[N:41]=[CH:42][N:43]=[C:17]12 |f:0.1,2.3|. Procedure details: A mixture of hydroxylammonium chloride (1.8 g), sodium hydrogen carbonate (2.9 g) and dimethyl sulfoxide (15 mL) was stirred at 40° C. for 30 min, 4′-{[4-(2-hydroxy-2-methylpropyl)-5-oxo-7-propyl-4,5-dihydro[1,2,4]triazolo[1,5-a]pyrimidin-6-yl]methyl}biphenyl-2-carbonitrile (0.76 g) was added, and the mixture was stirred at 90° C. for 16 hr. The reaction mixture was diluted with ethyl acetate, washed with water and then with saturated brine, and dried over anhydrous magnesium sulfate. The solven... Procedure details: To a mixture of 3-ethoxybenzyl alcohol (4.15 g) and toluene (50 ml) were added one drop of pyridine and thionyl chloride (3.0 ml), and the resulting mixture was stirred at room temperature for one hour. The reaction mixture was diluted with ethyl acetate, washed successively with water, an aqueous saturated solution of sodium bicarbonate, water and an aqueous saturated solution of sodium chloride, and was then dried with anhydrous magnesium sulfate. The resulting organic layer was evaporated und... Starting materials: S(=O)(Cl)Cl (thionyl chloride), C(C)OC=1C=C(CO)C=CC1 (3-ethoxybenzyl alcohol), C1(=CC=CC=C1)C (toluene). The solvent is C(C)(=O)OCC (ethyl acetate). Reagents/catalysts: N1=CC=CC=C1 (pyridine). Run at time 1 hour. The product is C(C)OC=1C=C(CCl)C=CC1 (3-ethoxybenzyl chloride). As a reaction SMILES: [CH2:1]([O:3][C:4]1[CH:5]=[C:6]([CH:9]=[CH:10][CH:11]=1)[CH2:7]O)[CH3:2].C1(C)C=CC=CC=1.S(Cl)([Cl:21])=O>N1C=CC=CC=1.C(OCC)(=O)C>[CH2:1]([O:3][C:4]1[CH:5]=[C:6]([CH:9]=[CH:10][CH:11]=1)[CH2:7][Cl:21])[CH3:2]. Reactants: Cn1cc(S(=O)(=O)NC(C)(C)C)cc1CO, C1CCOC1, O=[Mn]=O. Reaction SMILES: [C:1]([CH3:2])([CH3:3])([CH3:4])[NH:5][S:6](=[O:7])(=[O:8])[c:9]1[cH:10][c:11]([CH2:15][OH:16])[n:12]([CH3:14])[cH:13]1.[CH2:17]1[O:18][CH2:19][CH2:20][CH2:21]1.[O:22]=[Mn:23]=[O:24]>>[C:1]([CH3:2])([CH3:3])([CH3:4])[NH:5][S:6](=[O:7])(=[O:8])[c:9]1[cH:10][c:11]([CH:15]=[O:16])[n:12]([CH3:14])[cH:13]1. Yields the product Cn1cc(S(=O)(=O)NC(C)(C)C)cc1C=O.